describe an organic reaction: reactants, conditions, products, and yield From a dataset of the Open Reaction Database (ORD), a public repository of structured organic reaction records. The reactants are [OH-].[Na+] (sodium hydroxide), C(C)(=O)NC1CCC(CC1)N1C(NCC1)=O (1-(4-acetamidocyclohexyl)-2-imidazolidinone), [Cl-].[Na+] (sodium chloride). Run in O (water). The product is NC1CCC(CC1)N1C(NCC1)=O (1-(4-aminocyclohexyl)-2-imidazolidinone). Reaction SMILES: [OH-].[Na+].C([NH:6][CH:7]1[CH2:12][CH2:11][CH:10]([N:13]2[CH2:17][CH2:16][NH:15][C:14]2=[O:18])[CH2:9][CH2:8]1)(=O)C.[Cl-].[Na+]>O>[NH2:6][CH:7]1[CH2:8][CH2:9][CH:10]([N:13]2[CH2:17][CH2:16][NH:15][C:14]2=[O:18])[CH2:11][CH2:12]1 |f:0.1,3.4|. Procedure: To a solution of 3271 g of sodium hydroxide in 33,000 ml of water is added 3271 g of 1-(4-acetamidocyclohexyl)-2-imidazolidinone. The mixture is stirred and refluxed for 4 hours. The reaction mixture is cooled to room temperature and 3271 g of sodium chloride is added with stirring. The reaction mixture is extracted a total of 10 times using a total volume of 93,000 ml of dichloromethane. The dichloromethane solution containing the product is concentrated in vacuo to a volume of about 5 liters. ... Starting materials: CCOC(=O)CC1CCCCC1=O (ethyl 2-cyclohexanone acetate), BrBr (bromine), O (water), C(C)(=O)OCC (ethyl acetate). Solvent: C(OC)COC (dimethoxyethane). Conditions: time 1 hour. Yields the product C(C)(=O)O.C(C)C1C(CCCC1=O)Br (ethyl 2-bromo-6-cyclohexanone acetate). The yield is 35.9%. RXN SMILES: CC[O:3][C:4]([CH2:6][CH:7]1[C:12](=[O:13])[CH2:11][CH2:10][CH2:9][CH2:8]1)=[O:5].[Br:14]Br.O.C(OCC)(=O)C>C(COC)OC>[C:4]([OH:5])(=[O:3])[CH3:6].[CH2:6]([CH:7]1[C:12](=[O:13])[CH2:11][CH2:10][CH2:9][CH:8]1[Br:14])[CH3:4] |f:5.6|. Procedure details: To a solution of ethyl 2-cyclohexanone acetate (1.0 g) in dimethoxyethane (15 ml) was added bromine (911 mg) at ice-cooling. After stirring at room temperature for 1 hour, the solution was poured into a mixture of water and ethyl acetate. The separated organic layer was washed with aqueous sodium hydrogen sulfite, sodium hydrogen carbonate and saturated sodium chloride orderly, and dried over magnesium sulfate and evaporated under reduced pressure. The residue was subjected to column chromatogra... The reactants are CCOC(=O)C(CC(C)C)C(=O)OCC, O=[N+]([O-])c1ccc(F)cc1F, [H-], [Na+], CN(C)C=O, O. Yields the product CCOC(=O)C(CC(C)C)(C(=O)OCC)c1ccc([N+](=O)[O-])c(F)c1. Reaction SMILES: [CH2:1]([CH3:2])[O:3][C:4]([CH:5]([C:6](=[O:7])[O:8][CH2:9][CH3:10])[CH2:11][CH:12]([CH3:13])[CH3:14])=[O:15].[F:18][c:19]1[c:20]([N+:26](=[O:27])[O-:28])[cH:21][cH:22][c:23]([F:25])[cH:24]1.[H-:16].[Na+:17].[O:30]=[CH:31][N:32]([CH3:33])[CH3:34].[OH2:29]>>[CH2:1]([CH3:2])[O:3][C:4]([C:5]([C:6](=[O:7])[O:8][CH2:9][CH3:10])([CH2:11][CH:12]([CH3:13])[CH3:14])[c:23]1[cH:22][cH:21][c:20]([N+:26](=[O:27])[O-:28])[c:19]([F:18])[cH:24]1)=[O:15]. The reactants are CC1(OB(OC1(C)C)C=1C=C2COC(C2=CC1)=O)C (5-(4,4,5,5-Tetramethyl-[1,3,2]dioxaborolan-2-yl)-3H-isobenzofuran-1-one), BrC=1C=NC=C(C1C(C)O)F (1-(3-bromo-5-fluoro-pyridin-4-yl)-ethanol). Product: FC=1C(=C(C=NC1)C=1C=C2COC(C2=CC1)=O)C(C)O (5-[5-Fluoro-4-(1-hydroxy-ethyl)-pyridin-3-yl]-3H-Isobenzofuran-1-one). RXN SMILES: CC1(C)C(C)(C)OB([C:9]2[CH:10]=[C:11]3[C:15](=[CH:16][CH:17]=2)[C:14](=[O:18])[O:13][CH2:12]3)O1.Br[C:21]1[CH:22]=[N:23][CH:24]=[C:25]([F:30])[C:26]=1[CH:27]([OH:29])[CH3:28]>>[F:30][C:25]1[C:26]([CH:27]([OH:29])[CH3:28])=[C:21]([C:9]2[CH:10]=[C:11]3[C:15](=[CH:16][CH:17]=2)[C:14](=[O:18])[O:13][CH2:12]3)[CH:22]=[N:23][CH:24]=1. Procedure details: 5-(4,4,5,5-Tetramethyl-[1,3,2]dioxaborolan-2-yl)-3H-isobenzofuran-1-one and 1-(3-bromo-5-fluoro-pyridin-4-yl)-ethanol were reacted according to the procedure described in Example 35. The solvent is CN(C)C=O (DMF). The reactants are N[C@H](CN1N=C(C=C1)C1=C(C(=C(C#N)C=C1)Cl)F)C ((S)-4-(1-(2-aminopropyl)-1H-pyrazol-3-yl)-2-chloro-3-fluorobenzonitrile), C(C)(=O)C1=NNC(=C1)C(=O)O (3-acetyl-1H-pyrazole-5-carboxylic acid). RXN SMILES: [NH2:1][C@@H:2]([CH3:19])[CH2:3][N:4]1[CH:8]=[CH:7][C:6]([C:9]2[CH:16]=[CH:15][C:12]([C:13]#[N:14])=[C:11]([Cl:17])[C:10]=2[F:18])=[N:5]1.[C:20]([C:23]1[CH:27]=[C:26]([C:28](O)=[O:29])[NH:25][N:24]=1)(=[O:22])[CH3:21]>CN(C=O)C>[C:20]([C:23]1[CH:27]=[C:26]([C:28]([NH:1][C@@H:2]([CH3:19])[CH2:3][N:4]2[CH:8]=[CH:7][C:6]([C:9]3[CH:16]=[CH:15][C:12]([C:13]#[N:14])=[C:11]([Cl:17])[C:10]=3[F:18])=[N:5]2)=[O:29])[NH:25][N:24]=1)(=[O:22])[CH3:21]. Yields the product C(C)(=O)C1=NNC(=C1)C(=O)N[C@H](CN1N=C(C=C1)C1=C(C(=C(C=C1)C#N)Cl)F)C ((S)-3-acetyl-N-(1-(3-(3-chloro-4-cyano-2-fluorophenyl)-1H-pyrazol-1-yl)propan-2-yl)-1H-pyrazole-5-carboxamide). Procedure details: The title compound was synthesized from (S)-4-(1-(2-aminopropyl)-1H-pyrazol-3-yl)-2-chloro-3-fluorobenzonitrile (0.05 g, 0.18 mmol) and 3-acetyl-1H-pyrazole-5-carboxylic acid (0.028 g, 0.18 mmol) using DMF (3 mL) as solvent using the method of Example 34(d). Yield 0.056 g. 1H NMR (400 MHz; CDCl3): δ 1.16 (d, 3H), 2.46 (s, 3H), 4.29 (m, 2H), 4.49 (m, 1H), 6.70 (dd, 1H), 7.17 (bs, 1H), 7.50 (m, 2H), 8.06 (m, 1H).